describe an organic reaction: reactants, conditions, products, and yield From a dataset of the Open Reaction Database (ORD), a public repository of structured organic reaction records. The reactants are [O-][Br+2]([O-])[O-], Br, Cc1cccc(C)c1C(=O)O, [Na+]. Yields the product Cc1cccc(CBr)c1C(=O)O. Reaction SMILES: [Br+2:12]([O-:13])([O-:14])[O-:15].[BrH:17].[CH3:1][c:2]1[c:3]([C:4](=[O:5])[OH:6])[c:7]([CH3:11])[cH:8][cH:9][cH:10]1.[Na+:16]>>[CH2:1]([c:2]1[c:3]([C:4](=[O:5])[OH:6])[c:7]([CH3:11])[cH:8][cH:9][cH:10]1)[Br:12]. The product is c1cncc(CCCN(C2=Nc3cccc4cccc2c34)C2CCCCC2)c1. Reactants: CO, CCO, c1cncc(CCCNC2CCCCC2)c1, SC1=Nc2cccc3cccc1c23, O=C1CCCCC1, NCCCc1cccnc1. RXN SMILES: [CH3:47][OH:48].[CH3:49][CH2:50][OH:51].[CH:18]1([NH:24][CH2:25][CH2:26][CH2:27][c:28]2[cH:29][n:30][cH:31][cH:32][cH:33]2)[CH2:19][CH2:20][CH2:21][CH2:22][CH2:23]1.[N:34]1=[C:35]([SH:46])[c:36]2[c:37]3[c:38]([cH:39][cH:40][cH:41][c:42]31)[cH:43][cH:44][cH:45]2.[O:11]=[C:12]1[CH2:13][CH2:14][CH2:15][CH2:16][CH2:17]1.[n:1]1[cH:2][cH:3][cH:4][c:5]([CH2:6][CH2:7][CH2:8][NH2:9])[cH:10]1>>[CH:18]1([N:24]([CH2:25][CH2:26][CH2:27][c:28]2[cH:29][n:30][cH:31][cH:32][cH:33]2)[C:35]2=[N:34][c:42]3[c:37]4[c:36]2[cH:45][cH:44][cH:43][c:38]4[cH:39][cH:40][cH:41]3)[CH2:19][CH2:20][CH2:21][CH2:22][CH2:23]1. The reactants are [Br-], CCCC[N+](CCCC)(CCCC)CCCC, CCC(C)(C)CO, Cc1ccccc1, ClCc1cccc(Oc2ccccc2)n1, [Na+], [OH-]. The product is CCC(C)(C)COCc1cccc(Oc2ccccc2)n1. As a reaction SMILES: [Br-:25].[CH3:26][CH2:27][CH2:28][CH2:29][N+:30]([CH2:31][CH2:32][CH2:33][CH3:34])([CH2:35][CH2:36][CH2:37][CH3:38])[CH2:39][CH2:40][CH2:41][CH3:42].[CH3:3][C:4]([CH2:5][OH:6])([CH2:7][CH3:8])[CH3:9].[CH3:43][c:44]1[cH:45][cH:46][cH:47][cH:48][cH:49]1.[Cl:10][CH2:11][c:12]1[n:13][c:14]([O:18][c:19]2[cH:20][cH:21][cH:22][cH:23][cH:24]2)[cH:15][cH:16][cH:17]1.[Na+:2].[OH-:1]>>[CH3:3][C:4]([CH2:5][O:6][CH2:11][c:12]1[n:13][c:14]([O:18][c:19]2[cH:20][cH:21][cH:22][cH:23][cH:24]2)[cH:15][cH:16][cH:17]1)([CH2:7][CH3:8])[CH3:9]. Starting materials: O=C([O-])[O-], CCOC(=O)CN(c1ccc2c(c1)cc(Cc1ccc(C(=N)N)cc1)n2C)S(=O)(=O)c1cccc2cccnc12, COC(=O)Cl, Cl, [K+], [K+], C1CCOC1. The product is CCOC(=O)CN(c1ccc2c(c1)cc(Cc1ccc(C(N)=NC(=O)OC)cc1)n2C)S(=O)(=O)c1cccc2cccnc12. As a reaction SMILES: [C:47](=[O:48])([O-:49])[O-:50].[CH2:2]([CH3:3])[O:4][C:5](=[O:6])[CH2:7][N:8]([c:9]1[cH:10][c:11]2[cH:12][c:13]([CH2:19][c:20]3[cH:21][cH:22][c:23]([C:24](=[NH:25])[NH2:26])[cH:27][cH:28]3)[n:14]([CH3:18])[c:15]2[cH:16][cH:17]1)[S:29](=[O:30])(=[O:31])[c:32]1[cH:33][cH:34][cH:35][c:36]2[cH:37][cH:38][cH:39][n:40][c:41]12.[Cl:42][C:43](=[O:44])[O:45][CH3:46].[ClH:1].[K+:51].[K+:52].[O:53]1[CH2:54][CH2:55][CH2:56][CH2:57]1>>[CH2:2]([CH3:3])[O:4][C:5](=[O:6])[CH2:7][N:8]([c:9]1[cH:10][c:11]2[cH:12][c:13]([CH2:19][c:20]3[cH:21][cH:22][c:23]([C:24](=[N:25][C:43](=[O:44])[O:45][CH3:46])[NH2:26])[cH:27][cH:28]3)[n:14]([CH3:18])[c:15]2[cH:16][cH:17]1)[S:29](=[O:30])(=[O:31])[c:32]1[cH:33][cH:34][cH:35][c:36]2[cH:37][cH:38][cH:39][n:40][c:41]12. RXN SMILES: [C:1]([CH2:2][C:3](=[O:4])[CH3:5])(=[O:6])[O:7][CH2:8][CH3:9].[CH3:42][O:43][CH2:44][CH2:45][O:46][CH3:47].[ClH:12].[F:13][C:14]([CH2:15][CH2:16][CH2:17][CH2:18][CH2:19][CH2:20][CH2:21][CH2:22][CH2:23][CH2:24][CH2:25][CH2:26][CH2:27][CH2:28][CH2:29][NH:30][c:31]1[cH:32][cH:33][c:34]([C:35](=[O:36])[Cl:37])[cH:38][cH:39]1)([F:40])[F:41].[H-:10].[Na+:11]>>[C:1]([CH:2]([C:3](=[O:4])[CH3:5])[C:35]([c:34]1[cH:33][cH:32][c:31]([NH:30][CH2:29][CH2:28][CH2:27][CH2:26][CH2:25][CH2:24][CH2:23][CH2:22][CH2:21][CH2:20][CH2:19][CH2:18][CH2:17][CH2:16][CH2:15][C:14]([F:13])([F:40])[F:41])[cH:39][cH:38]1)=[O:36])(=[O:6])[O:7][CH2:8][CH3:9]. The reactants are CCOC(=O)CC(C)=O, COCCOC, Cl, O=C(Cl)c1ccc(NCCCCCCCCCCCCCCCC(F)(F)F)cc1, [H-], [Na+]. Yields the product CCOC(=O)C(C(C)=O)C(=O)c1ccc(NCCCCCCCCCCCCCCCC(F)(F)F)cc1. The reactants are COC=1C=C(C=CC1[N+](=O)[O-])N1CCC(CC1)N1CCNCC1 (1-{1-[3-(methyloxy)-4-nitrophenyl]-4-piperidinyl}piperazine), CS(=O)(=O)Cl (methane sulfonyl chloride), TEA. Solvent: C(Cl)Cl (DCM). The product is COC=1C=C(C=CC1[N+](=O)[O-])N1CCC(CC1)N1CCN(CC1)S(=O)(=O)C (1-{1-[3-(methyloxy)-4-nitrophenyl]-4-piperidinyl}-4-(methylsulfonyl)piperazine). The yield is 76.6%. Reaction SMILES: [CH3:1][O:2][C:3]1[CH:4]=[C:5]([N:12]2[CH2:17][CH2:16][CH:15]([N:18]3[CH2:23][CH2:22][NH:21][CH2:20][CH2:19]3)[CH2:14][CH2:13]2)[CH:6]=[CH:7][C:8]=1[N+:9]([O-:11])=[O:10].[CH3:24][S:25](Cl)(=[O:27])=[O:26]>C(Cl)Cl>[CH3:1][O:2][C:3]1[CH:4]=[C:5]([N:12]2[CH2:13][CH2:14][CH:15]([N:18]3[CH2:19][CH2:20][N:21]([S:25]([CH3:24])(=[O:27])=[O:26])[CH2:22][CH2:23]3)[CH2:16][CH2:17]2)[CH:6]=[CH:7][C:8]=1[N+:9]([O-:11])=[O:10]. Procedure details: To a suspension of 1-{1-[3-(methyloxy)-4-nitrophenyl]-4-piperidinyl}piperazine (Example 57, step C) (5.0 g, 11.6 mmol), methane sulfonyl chloride (1.4 mL, 17.5 mmol) and DCM (200 mL) was added TEA (80.1 mL, 58.2 mmol). The reaction was stirred at rt and monitored by TLC. After complete consumption of the starting material the clear yellow solution was concentrated onto silica gel and purified by chromatography to afford the title compound of step A as a yellow solid (3.54 g, 76%). 1H NMR (400 MH... The reactants are O=C1CCc2cc(Br)cnc2N1, CCC#N, C=CC(=O)N(C)Cc1c(C)n(C)c2c(C)cccc12, CCN(C(C)C)C(C)C, CC(=O)[O-], CC(=O)[O-], [Pd+2], Cc1ccccc1P(c1ccccc1C)c1ccccc1C. Product: Cc1cccc2c(CN(C)C(=O)C=Cc3cnc4c(c3)CCC(=O)N4)c(C)n(C)c12. Reaction SMILES: [Br:20][c:21]1[cH:22][c:23]2[c:28]([n:29][cH:30]1)[NH:27][C:26](=[O:31])[CH2:25][CH2:24]2.[C:63](#[N:64])[CH2:65][CH3:66].[CH3:1][N:2]([C:3]([CH:4]=[CH2:5])=[O:6])[CH2:7][c:8]1[c:9]([CH3:19])[n:10]([CH3:18])[c:11]2[c:12]([CH3:17])[cH:13][cH:14][cH:15][c:16]12.[CH:32]([N:33]([CH2:34][CH3:35])[CH:36]([CH3:37])[CH3:38])([CH3:39])[CH3:40].[O-:68][C:69]([CH3:70])=[O:71].[O-:72][C:73]([CH3:74])=[O:75].[Pd+2:67].[c:41]1([CH3:42])[cH:43][cH:44][cH:45][cH:46][c:47]1[P:48]([c:49]1[cH:50][cH:51][cH:52][cH:53][c:54]1[CH3:55])[c:56]1[cH:57][cH:58][cH:59][cH:60][c:61]1[CH3:62]>>[CH3:1][N:2]([C:3]([CH:4]=[CH:5][c:21]1[cH:22][c:23]2[c:28]([n:29][cH:30]1)[NH:27][C:26](=[O:31])[CH2:25][CH2:24]2)=[O:6])[CH2:7][c:8]1[c:9]([CH3:19])[n:10]([CH3:18])[c:11]2[c:12]([CH3:17])[cH:13][cH:14][cH:15][c:16]12. Reactants: O=[N+]([O-])c1cnc(OCC(F)(F)F)c(Br)c1, CCO, [Cl-], Cl. Product: Nc1cnc(OCC(F)(F)F)c(Br)c1. As a reaction SMILES: [Br:1][c:2]1[c:3]([O:11][CH2:12][C:13]([F:14])([F:15])[F:16])[n:4][cH:5][c:6]([N+:8]([O-:9])=[O:10])[cH:7]1.[CH3:19][CH2:20][OH:21].[Cl-:18].[ClH:17]>>[Br:1][c:2]1[c:3]([O:11][CH2:12][C:13]([F:14])([F:15])[F:16])[n:4][cH:5][c:6]([NH2:8])[cH:7]1.